From a dataset of the Open Reaction Database (ORD), a public repository of structured organic reaction records. describe an organic reaction: reactants, conditions, products, and yield Reactants: CC(=O)[O-], CN(c1cnc2c(n1)c(C(=O)C(C)(C)C)cn2COCC[Si](C)(C)C)C1CCCC1, ClCCl, [Na+], O, O, O, O=C(O)C(F)(F)F. The product is CN(c1cnc2[nH]cc(C(=O)C(C)(C)C)c2n1)C1CCCC1. Reaction SMILES: [C:41]([O-:42])(=[O:43])[CH3:44].[CH:1]1([N:6]([c:7]2[n:8][c:9]3[c:10]([n:11][cH:12]2)[n:13]([CH2:22][O:23][CH2:24][CH2:25][Si:26]([CH3:27])([CH3:28])[CH3:29])[cH:14][c:15]3[C:16]([C:17]([CH3:18])([CH3:19])[CH3:20])=[O:21])[CH3:30])[CH2:2][CH2:3][CH2:4][CH2:5]1.[Cl:46][CH2:47][Cl:48].[Na+:45].[OH2:38].[OH2:39].[OH2:40].[OH:31][C:32]([C:33]([F:34])([F:35])[F:36])=[O:37]>>[CH:1]1([N:6]([c:7]2[n:8][c:9]3[c:10]([n:11][cH:12]2)[nH:13][cH:14][c:15]3[C:16]([C:17]([CH3:18])([CH3:19])[CH3:20])=[O:21])[CH3:30])[CH2:2][CH2:3][CH2:4][CH2:5]1. Reactants: CCO, O=C(O)C=Cc1cccc(F)c1F. The product is O=C(O)CCc1cccc(F)c1F. RXN SMILES: [CH3:14][CH2:15][OH:16].[F:1][c:2]1[c:3]([CH:4]=[CH:5][C:6](=[O:7])[OH:8])[cH:9][cH:10][cH:11][c:12]1[F:13]>>[F:1][c:2]1[c:3]([CH2:4][CH2:5][C:6](=[O:7])[OH:8])[cH:9][cH:10][cH:11][c:12]1[F:13]. The reactants are FC(OC1=C(C=CC=C1)S(=O)(=O)N(C([O-])=O)C1=CC=CC=C1)F (N-(2-difluoromethoxyphenylsulfonyl)phenylcarbamate), NC1=NC(=NC(=N1)CC)OC (2-amino-4-ethyl-6-methoxy-1,3,5-triazine), ice water. The solvent is C(C)(=O)OCC (ethyl acetate), O1CCOCC1 (dioxane). Yields the product FC(OC1=C(C=CC=C1)S(=O)(=O)NC(=O)NC1=NC(=NC(=N1)CC)OC)F (N-(2-difluoromethoxyphenylsulfonyl)-N'-(4-ethyl-6-methoxy-1,3,5-triazin-2-yl)urea). Isolated yield 80.5%. As a reaction SMILES: [F:1][CH:2]([F:23])[O:3][C:4]1[CH:9]=[CH:8][CH:7]=[CH:6][C:5]=1[S:10]([N:13](C1C=CC=CC=1)[C:14](=[O:16])[O-])(=[O:12])=[O:11].[NH2:24][C:25]1[N:30]=[C:29]([CH2:31][CH3:32])[N:28]=[C:27]([O:33][CH3:34])[N:26]=1>O1CCOCC1.C(OCC)(=O)C>[F:23][CH:2]([F:1])[O:3][C:4]1[CH:9]=[CH:8][CH:7]=[CH:6][C:5]=1[S:10]([NH:13][C:14]([NH:24][C:25]1[N:30]=[C:29]([CH2:31][CH3:32])[N:28]=[C:27]([O:33][CH3:34])[N:26]=1)=[O:16])(=[O:11])=[O:12]. Reported procedure: A solution of 5.4 g of N-(2-difluoromethoxyphenylsulfonyl)phenylcarbamate and 2.42 g of 2-amino-4-ethyl-6-methoxy-1,3,5-triazine in 60 ml of dioxane is refluxed for 5 hours and then poured into 600 ml of ice-water. The precipitate is taken up in ethyl acetate. The ethyl acetate phase is washed with water, dried and concentrated. The residual oil is dissolved in ethyl acetate and washed 5 times with saturated sodium bicarbonate solution. The combined aqueous phases are acidified with dilute hydro... The reactants are NC(\C(=N\NC1=C(C=CC=C1)Br)\C#N)=O ((E)-2-Amino-N′-(2-bromophenyl)-2-oxoacetohydrazonoyl cyanide), [Al+3].[Cl-].[Cl-].[Cl-] (AlCl3), ClC1=CC=CC=C1 (chlorobenzene). The solvent is Cl (HCl). Run at time 1 hour. The product is Cl (HCl), NC1=C(N=NC2=C(C=CC=C12)Br)C(=O)N (4-amino-8-bromocinnoline-3-carboxamide). Yield: 62.4%. Reaction SMILES: [NH2:1][C:2](=[O:15])/[C:3](/[C:13]#[N:14])=[N:4]/[NH:5][C:6]1[CH:11]=[CH:10][CH:9]=[CH:8][C:7]=1[Br:12].[Al+3].[Cl-].[Cl-].[Cl-].[Cl:20]C1C=CC=CC=1>Cl>[ClH:20].[NH2:14][C:13]1[C:11]2[C:6](=[C:7]([Br:12])[CH:8]=[CH:9][CH:10]=2)[N:5]=[N:4][C:3]=1[C:2]([NH2:1])=[O:15] |f:1.2.3.4|. Reported procedure: (E)-2-Amino-N′-(2-bromophenyl)-2-oxoacetohydrazonoyl cyanide (50.1 g, 187.5 mmol), AlCl3 (100 g, 750 mmol), and chlorobenzene (419 mL, 412 mol) were stirred at 115° C. overnight under N2. The reaction mixture was subsequently cooled to RT and 2M HCl (820 mL) was slowly added. The reaction mixture was stirred at 100° C. for 1 hour and then cooled. The product was collected by vacuum filtration, rinsed with EtOH (200 mL) and Et2O (100 mL), and dried under high vacuum to give an HCl salt of the tit... Reactants: Brc1ccnnc1, Br, O=C([O-])[O-], COC(=O)c1cc(B(O)O)c(C)cc1OC, Cc1ccccc1, O=C(C=Cc1ccccc1)C=Cc1ccccc1, O=C(C=Cc1ccccc1)C=Cc1ccccc1, O=C(C=Cc1ccccc1)C=Cc1ccccc1, [Cs+], [Cs+], C1COCCO1, [Pd], [Pd]. Product: COC(=O)c1cc(-c2ccnnc2)c(C)cc1OC. RXN SMILES: [Br:2][c:3]1[cH:4][n:5][n:6][cH:7][cH:8]1.[BrH:1].[C:9](=[O:10])([O-:11])[O-:12].[CH3:15][O:16][c:17]1[cH:18][c:19]([CH3:30])[c:20]([B:27]([OH:28])[OH:29])[cH:21][c:22]1[C:23](=[O:24])[O:25][CH3:26].[CH3:37][c:38]1[cH:39][cH:40][cH:41][cH:42][cH:43]1.[CH:46](=[CH:47][C:48]([CH:49]=[CH:50][c:51]1[cH:52][cH:53][cH:54][cH:55][cH:56]1)=[O:57])[c:58]1[cH:59][cH:60][cH:61][cH:62][cH:63]1.[CH:64](=[CH:65][C:66]([CH:67]=[CH:68][c:69]1[cH:70][cH:71][cH:72][cH:73][cH:74]1)=[O:75])[c:76]1[cH:77][cH:78][cH:79][cH:80][cH:81]1.[CH:82](=[CH:83][C:84]([CH:85]=[CH:86][c:87]1[cH:88][cH:89][cH:90][cH:91][cH:92]1)=[O:93])[c:94]1[cH:95][cH:96][cH:97][cH:98][cH:99]1.[Cs+:13].[Cs+:14].[O:31]1[CH2:32][CH2:33][O:34][CH2:35][CH2:36]1.[Pd:44].[Pd:45]>>[c:3]1(-[c:20]2[c:19]([CH3:30])[cH:18][c:17]([O:16][CH3:15])[c:22]([C:23](=[O:24])[O:25][CH3:26])[cH:21]2)[cH:4][n:5][n:6][cH:7][cH:8]1.